Dataset: the Open Reaction Database (ORD), a public repository of structured organic reaction records. Task: describe an organic reaction: reactants, conditions, products, and yield The reactants are C1CC(=O)N(C1=O)OC(=O)OCC2C3=CC=CC=C3C4=CC=CC=C24 (9-fluorenylmethyl N-succinimidyl carbonate), N[C@H](C(=O)O)CCCCN(C[C@@H](CCNC(=O)OCC1=CC=CC=C1)OC1OCCCC1)C(=O)OCC1=CC=CC=C1 ((2S,9R)-2-Amino-11-[(benzyloxycarbonyl)amino]-7-(carbobenzyloxy)-9-(tetrahydropyran-2-yloxy)-7-azaundecanoic Acid), C(=O)([O-])[O-].[Na+].[Na+] (Na2CO3), Cl (HCl). As a reaction SMILES: C1C(=O)N([O:8][C:9]([O:11][CH2:12][CH:13]2[C:25]3[C:20](=[CH:21][CH:22]=[CH:23][CH:24]=3)[C:19]3[C:14]2=[CH:15][CH:16]=[CH:17][CH:18]=3)=O)C(=O)C1.[NH2:26][C@@H:27]([CH2:31][CH2:32][CH2:33][CH2:34][N:35]([C:58]([O:60][CH2:61][C:62]1[CH:67]=[CH:66][CH:65]=[CH:64][CH:63]=1)=[O:59])[CH2:36][C@H:37]([O:51][CH:52]1[CH2:57][CH2:56][CH2:55][CH2:54][O:53]1)[CH2:38][CH2:39][NH:40][C:41]([O:43][CH2:44][C:45]1[CH:50]=[CH:49][CH:48]=[CH:47][CH:46]=1)=[O:42])[C:28]([OH:30])=[O:29].C([O-])([O-])=O.[Na+].[Na+].Cl>CN(C=O)C>[CH2:44]([O:43][C:41]([NH:40][CH2:39][CH2:38][C@@H:37]([O:51][CH:52]1[CH2:57][CH2:56][CH2:55][CH2:54][O:53]1)[CH2:36][N:35]([C:58]([O:60][CH2:61][C:62]1[CH:63]=[CH:64][CH:65]=[CH:66][CH:67]=1)=[O:59])[CH2:34][CH2:33][CH2:32][CH2:31][C@H:27]([NH:26][C:9]([O:11][CH2:12][CH:13]1[C:14]2[CH:15]=[CH:16][CH:17]=[CH:18][C:19]=2[C:20]2[C:25]1=[CH:24][CH:23]=[CH:22][CH:21]=2)=[O:8])[C:28]([OH:30])=[O:29])=[O:42])[C:45]1[CH:46]=[CH:47][CH:48]=[CH:49][CH:50]=1 |f:2.3.4|. Yields the product C(C1=CC=CC=C1)OC(=O)NCC[C@H](CN(CCCC[C@@H](C(=O)O)NC(=O)OCC1C2=CC=CC=C2C=2C=CC=CC12)C(=O)OCC1=CC=CC=C1)OC1OCCCC1 ((2S,9R)-11-[(Benzyloxycarbonyl)amino]-7-(carbobenzyloxy)-2-[(9-fluorenylmethoxycarbonyl)amino]-9-(tetrahydropyran-2-yloxy)-7 -azaundecanoic Acid). Solvent: CN(C)C=O (DMF). The yield is 50.2%. Run at time 8 hour. Procedure: A solution of 9-fluorenylmethyl N-succinimidyl carbonate (203 mg, 0.60 mmol) in DMF (3.0 mL) was added to a solution of 18a (219 mg, 0.37 mmol) in 9% Na2CO3 (803 mg, 0.68 mmol) at 0° C. and stirred overnight at room temperature. The pH was adjusted to 7.0 with 0.1 N HCl. The mixture was concentrated to an oil and purified by flash chromatography (CHCl3, then 95% CHCl3/MeOH) to give 11a (150 mg, 50%) as a colorless oil: 1H NMR δ 1.15-1.94 (m, 14H), 3.10-3.52 (m, 7H), 3.66-3.98 (m, 2H), 4.05-4.21 ... Reactants: O=C([O-])[O-], COC(=O)c1ccc(Br)c(OCC2CC2)n1, Cc1ccccc1, O=C(C=Cc1ccccc1)C=Cc1ccccc1, O=C(C=Cc1ccccc1)C=Cc1ccccc1, O=C(C=Cc1ccccc1)C=Cc1ccccc1, [Cs+], [Cs+], FC(F)(F)CNCC(F)(F)F, [Pd], [Pd], c1ccc(P(c2ccccc2)c2ccc3ccccc3c2-c2c(P(c3ccccc3)c3ccccc3)ccc3ccccc23)cc1. Yields the product COC(=O)c1ccc(N(CC(F)(F)F)CC(F)(F)F)c(OCC2CC2)n1. RXN SMILES: [C:74](=[O:75])([O-:76])[O-:77].[CH3:1][O:2][C:3](=[O:4])[c:5]1[n:6][c:7]([O:12][CH2:13][CH:14]2[CH2:15][CH2:16]2)[c:8]([Br:11])[cH:9][cH:10]1.[CH3:80][c:81]1[cH:82][cH:83][cH:84][cH:85][cH:86]1.[CH:107](=[CH:108][C:109]([CH:110]=[CH:111][c:112]1[cH:113][cH:114][cH:115][cH:116][cH:117]1)=[O:118])[c:119]1[cH:120][cH:121][cH:122][cH:123][cH:124]1.[CH:125](=[CH:126][C:127]([CH:128]=[CH:129][c:130]1[cH:131][cH:132][cH:133][cH:134][cH:135]1)=[O:136])[c:137]1[cH:138][cH:139][cH:140][cH:141][cH:142]1.[CH:89](=[CH:90][C:91]([CH:92]=[CH:93][c:94]1[cH:95][cH:96][cH:97][cH:98][cH:99]1)=[O:100])[c:101]1[cH:102][cH:103][cH:104][cH:105][cH:106]1.[Cs+:78].[Cs+:79].[F:17][C:18]([CH2:19][NH:20][CH2:21][C:22]([F:23])([F:24])[F:25])([F:26])[F:27].[Pd:87].[Pd:88].[c:28]1([P:29]([c:30]2[cH:31][cH:32][cH:33][cH:34][cH:35]2)[c:36]2[cH:37][cH:38][c:39]3[c:40]([cH:41][cH:42][cH:43][cH:44]3)[c:45]2-[c:46]2[c:47]3[c:48]([cH:49][cH:50][cH:51][cH:52]3)[cH:53][cH:54][c:55]2[P:56]([c:57]2[cH:58][cH:59][cH:60][cH:61][cH:62]2)[c:63]2[cH:64][cH:65][cH:66][cH:67][cH:68]2)[cH:69][cH:70][cH:71][cH:72][cH:73]1>>[CH3:1][O:2][C:3](=[O:4])[c:5]1[n:6][c:7]([O:12][CH2:13][CH:14]2[CH2:15][CH2:16]2)[c:8]([N:20]([CH2:19][C:18]([F:17])([F:26])[F:27])[CH2:21][C:22]([F:23])([F:24])[F:25])[cH:9][cH:10]1. The reactants are FC(C(=O)O)(F)F (trifluoroacetic acid), FC(S(=O)(=O)O)(F)F (trifluoromethanesulfonic acid), C(N)(=O)CN1CCN(CC1)C(=O)[C@H]1N(C[C@H](C1)SCC1=CC=C(C=C1)OC)C(=O)OCC1=CC=C(C=C1)[N+](=O)[O-] ((2S,4S)-2-(4-carbamoylmethyl-1-piperazinylcarbonyl)-4-(4-methoxybenzylthio)-1-(4-nitrobenzyloxycarbonyl)pyrrolidine). Solvent: C1(=CC=CC=C1)OC (anisole). Reaction conditions: time 1 hour. The product is FC(S(=O)(=O)O)(F)F.C(N)(=O)CN1CCN(CC1)C(=O)[C@H]1N(C[C@H](C1)S)C(=O)OCC1=CC=C(C=C1)[N+](=O)[O-] ((2S,4S)-2-(4-Carbamoylmethyl-1-piperazinylcarbonyl)-4-mercapto-1-(4-nitrobenzyloxycarbonyl)pyrrolidine trifluoromethanesulfonate). Reaction SMILES: FC(F)(F)C(O)=O.[F:8][C:9]([F:15])([F:14])[S:10]([OH:13])(=[O:12])=[O:11].[C:16]([CH2:19][N:20]1[CH2:25][CH2:24][N:23]([C:26]([C@@H:28]2[CH2:32][C@H:31]([S:33]CC3C=CC(OC)=CC=3)[CH2:30][N:29]2[C:43]([O:45][CH2:46][C:47]2[CH:52]=[CH:51][C:50]([N+:53]([O-:55])=[O:54])=[CH:49][CH:48]=2)=[O:44])=[O:27])[CH2:22][CH2:21]1)(=[O:18])[NH2:17]>C1(OC)C=CC=CC=1>[F:8][C:9]([F:15])([F:14])[S:10]([OH:13])(=[O:12])=[O:11].[C:16]([CH2:19][N:20]1[CH2:21][CH2:22][N:23]([C:26]([C@@H:28]2[CH2:32][C@H:31]([SH:33])[CH2:30][N:29]2[C:43]([O:45][CH2:46][C:47]2[CH:48]=[CH:49][C:50]([N+:53]([O-:55])=[O:54])=[CH:51][CH:52]=2)=[O:44])=[O:27])[CH2:24][CH2:25]1)(=[O:18])[NH2:17] |f:4.5|. Procedure details: 2.88 ml of trifluoroacetic acid and 94 μl of trifluoromethanesulfonic acid were added to a suspension of 305 mg of (2S,4S)-2-(4-carbamoylmethyl-1-piperazinylcarbonyl)-4-(4-methoxybenzylthio)-1-(4-nitrobenzyloxycarbonyl)pyrrolidine (prepared as described in Preparation 10) in 577 μl of anisole, whilst ice-cooling, and then the resulting mixture was stirred at room temperature for 1 hour. It was then treated in a similar manner to that described in Example 13(1), to give 316 mg of the title compou... Starting materials: FC1=NC=CC=C1C(=O)O (2-Fluoropyridine-3-carboxylic acid), FC(CO)(F)F (2,2,2-trifluoroethanol), CC(C)([O-])C.[K+] (potassium tert-butoxide). Run in O (water), Cl (HCl). The product is FC(COC1=C(C(=O)O)C=CC=N1)(F)F (2-(2,2,2-Trifluoroethoxy)nicotinic acid). The yield is 32.0%. Reaction SMILES: F[C:2]1[C:7]([C:8]([OH:10])=[O:9])=[CH:6][CH:5]=[CH:4][N:3]=1.CC(C)([O-])C.[K+].[F:17][C:18]([F:22])([F:21])[CH2:19][OH:20]>O.Cl>[F:17][C:18]([F:22])([F:21])[CH2:19][O:20][C:2]1[N:3]=[CH:4][CH:5]=[CH:6][C:7]=1[C:8]([OH:10])=[O:9] |f:1.2|. Procedure: 2-Fluoropyridine-3-carboxylic acid (200 mg, 1.42 mmol) was dissolved in 2,2,2-trifluoroethanol (2 mL) and potassium tert-butoxide (477 mg, 4.25 mmol) was added. The mixture was then heated to 90 C for 4 h. The mixture was diluted with water (4 mL), 2M HCl was added to bring the solution to pH 4 and the mixture was extracted with DCM (3×4 mL). 2M HCl was added to the aqueous layer to bring the solution to pH 3 and the mixture was extracted with DCM (4×5 mL). The combined organic extractions were ... Starting materials: ClC1=NC=2C=CC=CC2C2=C1N=CN2C2=CC=C(C=C2)OC (4-chloro-1-(4-methoxyphenyl)-1H-imidazo[4,5-c]quinoline), C[O-].[Na+] (sodium methoxide). Solvent: CO (methanol), CO (methanol), O (water). The product is COC1=NC=2C=CC=CC2C2=C1N=CN2C2=CC=C(C=C2)OC (4-methoxy-1-(4-methoxyphenyl)-1H-imidazo[4,5-c]quinoline). As a reaction SMILES: Cl[C:2]1[C:11]2[N:12]=[CH:13][N:14]([C:15]3[CH:20]=[CH:19][C:18]([O:21][CH3:22])=[CH:17][CH:16]=3)[C:10]=2[C:9]2[CH:8]=[CH:7][CH:6]=[CH:5][C:4]=2[N:3]=1.[CH3:23][O-:24].[Na+]>CO.O>[CH3:23][O:24][C:2]1[C:11]2[N:12]=[CH:13][N:14]([C:15]3[CH:20]=[CH:19][C:18]([O:21][CH3:22])=[CH:17][CH:16]=3)[C:10]=2[C:9]2[CH:8]=[CH:7][CH:6]=[CH:5][C:4]=2[N:3]=1 |f:1.2|. Reported procedure: A mixture of 3.6 g (0.0116 mole) of 4-chloro-1-(4-methoxyphenyl)-1H-imidazo[4,5-c]quinoline (from Example 109), 25.1 g (0.116 mole) of 25% sodium methoxide in methanol and 50 ml of methanol was heated its reflux temperature for one hour. Evaporation provided a residue which was diluted with 75 ml of water. The precipitate was separated by filtration, washed with water and recrystallized from ethanol to provide 4-methoxy-1-(4-methoxyphenyl)-1H-imidazo[4,5-c]quinoline, m.p. 180°-182° C. Analysis: ... The reactants are C1(CC1)C(=O)C=1C(NC(N(C1C)C1=CC(=CC=C1)C(F)(F)F)=O)C1=CC=C(C#N)C=C1 (4-{5-(Cyclopropylcarbonyl)-6-methyl-2-oxo-1-[3-(trifluoromethyl)phenyl]-1,2,3,4-tetrahydropyrimidin-4-yl}benzonitrile), BrCC=1C=C(C(=O)OC(C)(C)C)C=CC1 (tert.-butyl 3-(bromomethyl)benzoate), [H-].[Na+] (Sodium hydride). The solvent is O1CCCC1 (tetrahydrofuran), O1CCCC1 (tetrahydrofuran), CCCCC (pentane). Conditions: time 5 minute. Yields the product C(#N)C1=CC=C(C=C1)C1C(=C(N(C(N1CC=1C=C(C(=O)OC(C)(C)C)C=CC1)=O)C1=CC(=CC=C1)C(F)(F)F)C)C(=O)C1CC1 (tert.-Butyl 3-{[6-(4-cyanophenyl)-5-(cyclopropylcarbonyl)-4-methyl-2-oxo-3-[3-(trifluoro-methyl)phenyl]-3,6-dihydropyrimidin-1(2H)-yl]methyl}benzoate). Reaction SMILES: [H-].[Na+].[CH:3]1([C:6]([C:8]2[CH:9]([C:26]3[CH:33]=[CH:32][C:29]([C:30]#[N:31])=[CH:28][CH:27]=3)[NH:10][C:11](=[O:25])[N:12]([C:15]3[CH:20]=[CH:19][CH:18]=[C:17]([C:21]([F:24])([F:23])[F:22])[CH:16]=3)[C:13]=2[CH3:14])=[O:7])[CH2:5][CH2:4]1.Br[CH2:35][C:36]1[CH:37]=[C:38]([CH:46]=[CH:47][CH:48]=1)[C:39]([O:41][C:42]([CH3:45])([CH3:44])[CH3:43])=[O:40]>CCCCC.O1CCCC1>[C:30]([C:29]1[CH:28]=[CH:27][C:26]([CH:9]2[N:10]([CH2:35][C:36]3[CH:37]=[C:38]([CH:46]=[CH:47][CH:48]=3)[C:39]([O:41][C:42]([CH3:45])([CH3:43])[CH3:44])=[O:40])[C:11](=[O:25])[N:12]([C:15]3[CH:20]=[CH:19][CH:18]=[C:17]([C:21]([F:24])([F:22])[F:23])[CH:16]=3)[C:13]([CH3:14])=[C:8]2[C:6]([CH:3]2[CH2:5][CH2:4]2)=[O:7])=[CH:33][CH:32]=1)#[N:31] |f:0.1|. Procedure details: Sodium hydride (12.1 mg, 0.31 mmol; 60% suspension in mineral oil) is washed with pentane (3×3 ml), then treated with a solution of 4-{5-(cyclopropylcarbonyl)-6-methyl-2-oxo-1-[3-(trifluoromethyl)phenyl]-1,2,3,4-tetrahydropyrimidin-4-yl}benzonitrile (Example 22) (100 mg, 0.235 mmol) in tetrahydrofuran (5 ml). After 5 minutes, the reaction is treated with a solution of tert.-butyl 3-(bromomethyl)benzoate (77 mg, 0.28 mmol) in tetrahydrofuran (5 ml) and then stirred at room temperature overnight (...